Dataset: the Open Reaction Database (ORD), a public repository of structured organic reaction records. Task: describe an organic reaction: reactants, conditions, products, and yield Reactants: C(C)(=O)OCC (Ethyl acetate), C1(CCO1)=O (β-propiolactone), resultant mixture, CC(C)([O-])C.[K+] (Potassium tert-butoxide), C(C)(C)(C)C(=O)NC1=C(C(=O)OC)C(=CC=C1)O (methyl 2-tert-butylcarbonylamino-6-hydroxybenzoate), C(C)(C)(C)C(=O)NC1=C(C(=O)OC)C(=CC=C1)O (methyl 2-tert-butylcarbonylamino-6-hydroxybenzoate). Run in O (water), C1CCOC1 (THF). Conditions: time 8 hour. The product is C(C)(C)(C)C(=O)NC1=C(C(=O)OC)C(=CC=C1)OCCC(=O)O (methyl 2-tert-butylcarbonylamino-6-(2-carboxyethoxy)-benzoate). Isolated yield 67.2%. RXN SMILES: CC(C)([O-])C.[K+].[C:7]([C:11]([NH:13][C:14]1[CH:23]=[CH:22][CH:21]=[C:20]([OH:24])[C:15]=1[C:16]([O:18][CH3:19])=[O:17])=[O:12])([CH3:10])([CH3:9])[CH3:8].[C:25]1(=[O:29])[O:28][CH2:27][CH2:26]1.C(OCC)(=O)C>C1COCC1.O>[C:7]([C:11]([NH:13][C:14]1[CH:23]=[CH:22][CH:21]=[C:20]([O:24][CH2:27][CH2:26][C:25]([OH:29])=[O:28])[C:15]=1[C:16]([O:18][CH3:19])=[O:17])=[O:12])([CH3:10])([CH3:8])[CH3:9] |f:0.1|. Reported procedure: Potassium tert-butoxide (1.81 g) was added to a solution of methyl 2-tert-butylcarbonylamino-6-hydroxybenzoate (Intermediate 79, 4.06 g) in THF (30 mL) and the mixture was heated at 60° C. β-propiolactone (1.16 g) was added dropwise and the resultant mixture was heated at 60° C. for 25 minutes, then left to stand at room temperature overnight. Ethyl acetate and water were added and the layers were separated. The aqueous phase was extracted with more ethyl acetate and acidified to pH 2 using 1M h... Reactants: S(O)(O)(=O)=O (Sulfuric acid), OC1=C(C(=O)OCC)C=C(C=C1)C#CC1=CC=C(C=C1)S(=O)(=O)Cl (Ethyl 2-hydroxy-5-[(4-chlorosulfonylphenyl]ethynyl]benzoate), C(C)(=O)OC(C)=O (acetic anhydride), [Cl-].[Na+] (sodium chloride). Solvent: C1(=CC=CC=C1)C (toluene). Yields the product C(C)(=O)OC1=C(C(=O)OCC)C=C(C=C1)C#CC1=CC=C(C=C1)S(=O)(=O)Cl (Ethyl 2- acetyloxy-5-[(4-chlorosulfonylphenyl)ethynyl]-benzoate). RXN SMILES: [OH:1][C:2]1[CH:12]=[CH:11][C:10]([C:13]#[C:14][C:15]2[CH:20]=[CH:19][C:18]([S:21]([Cl:24])(=[O:23])=[O:22])=[CH:17][CH:16]=2)=[CH:9][C:3]=1[C:4]([O:6][CH2:7][CH3:8])=[O:5].S(=O)(=O)(O)O.[Cl-].[Na+].[C:32](OC(=O)C)(=[O:34])[CH3:33]>C1(C)C=CC=CC=1>[C:32]([O:1][C:2]1[CH:12]=[CH:11][C:10]([C:13]#[C:14][C:15]2[CH:20]=[CH:19][C:18]([S:21]([Cl:24])(=[O:23])=[O:22])=[CH:17][CH:16]=2)=[CH:9][C:3]=1[C:4]([O:6][CH2:7][CH3:8])=[O:5])(=[O:34])[CH3:33] |f:2.3|. Procedure: Ethyl 2-hydroxy-5-[(4-chlorosulfonylphenyl]ethynyl]benzoate (16 g, 44 mmol) was dissolved in acetic anhydride (40 ml) at 120° C. Sulfuric acid (about 0.4 ml) was added dropwise. After 5 min the solution was diluted with toluene (about 100 ml) and added to saturated sodium chloride solution with vigorous stirring. The phases were separated, the toluene solution dried and evaporated. More toluene was added and the evaporation repeated. The oily product crystallized. The product was sufficiently pu... Reactants: C(C)N1C(C=2C(C1=O)=CC=CC2)=O (N-ethylphthalimide). Solvent: CO (methanol), [BH4-].[K+] (potassium borohydride). Conditions: temperature 20 celsius, time 20 hour. Yields the product OC1N(C(C2=CC=CC=C12)=O)CC (3-hydroxy-2-ethyl-2,3-dihydroisoindol-1-one). The yield is 47.0%. Reaction SMILES: [CH2:1]([N:3]1[C:7](=[O:8])[C:6]2=[CH:9][CH:10]=[CH:11][CH:12]=[C:5]2[C:4]1=[O:13])[CH3:2]>CO.[BH4-].[K+]>[OH:8][CH:7]1[C:6]2[C:5](=[CH:12][CH:11]=[CH:10][CH:9]=2)[C:4](=[O:13])[N:3]1[CH2:1][CH3:2] |f:2.3|. Procedure: 3-Hydroxy-2-ethyl-2,3-dihydroisoindol-1-one is prepared as described in Example 1, starting with 4.0 g of N-ethylphthalimide in 20 cm3 of methanol and 1.2 g of potassium borohydride. The reaction mixture is stirred at a temperature in the region of 20° C. for 20 hours and is then cooled to a temperature in the region of 0° C. and distilled water is added dropwise. The precipitate obtained is filtered off and then washed with cold water. The methanol is then partially evaporated from the filtrate... The reactants are resultant residue, Cl (hydrochloric acid), NCCC(=O)NCC1CC=2C(=C3C=CC(NC3=C(C2)C)=O)O1 (2-(β-Alanylaminomethyl)-5-methyl-2,3,6,7-tetrahydrofuro-[2,3-f]quinoline-7-one), [H][H] (hydrogen), CO (methanol). Reagents/catalysts: [Pd] (palladium-on-carbon). Solvent: O (water). Product: NCCC(=O)NCC1CC=2C(=C3CCC(NC3=C(C2)C)=O)O1 (2-(β-Alanylaminomethyl)-2,3,6,7,8,9-hexahydro-5-methylfuro-[2,3-f]quinoline-7-one). Isolated yield 73.5%. RXN SMILES: Cl.[NH2:2][CH2:3][CH2:4][C:5]([NH:7][CH2:8][CH:9]1[O:23][C:12]2=[C:13]3[C:18](=[C:19]([CH3:21])[CH:20]=[C:11]2[CH2:10]1)[NH:17][C:16](=[O:22])[CH:15]=[CH:14]3)=[O:6].[H][H].CO>O.[Pd]>[NH2:2][CH2:3][CH2:4][C:5]([NH:7][CH2:8][CH:9]1[O:23][C:12]2=[C:13]3[C:18](=[C:19]([CH3:21])[CH:20]=[C:11]2[CH2:10]1)[NH:17][C:16](=[O:22])[CH2:15][CH2:14]3)=[O:6]. Procedure: A hydrochloric acid salt of 2-(β-Alanylaminomethyl)-5-methyl-2,3,6,7-tetrahydrofuro-[2,3-f]quinoline-7-one (1.10 g, 3.26 mmol) was dissolved in water (50 ml). To the obtained solution, 10% palladium-on-carbon (1.10 g) was added, followed by stirring at 80° C. for 3 hours in the atmosphere of hydrogen. The reaction mixture was filtered, and the filtrate was condensed under reduced pressure. The resultant residue was submitted to a recrystallizing procedure using methanol to obtain 727 mg of the t... Starting materials: [Cl-].[NH4+] (Ammonium chloride), COC=1C=C2C=3CC(COC3C=NC2=CC1)N1N=CC(=C1)[N+](=O)[O-] (6-methoxy-3-(4-nitro-pyrazol-1-yl)-3,4-dihydro-2H-1-oxa-9-aza-phenanthrene). Reagents/catalysts: [Fe] (iron). Solvent: C(C)O (ethanol). The product is COC=1C=C2C=3CC(COC3C=NC2=CC1)N1N=CC(=C1)N (1-(6-methoxy-3,4-dihydro-2H-1-oxa-9-aza-phenanthren-3-yl)-1H-pyrazol-4-ylamine). Isolated yield 22.0%. RXN SMILES: [Cl-].[NH4+].[CH3:3][O:4][C:5]1[CH:6]=[C:7]2[C:16](=[CH:17][CH:18]=1)[N:15]=[CH:14][C:13]1[O:12][CH2:11][CH:10]([N:19]3[CH:23]=[C:22]([N+:24]([O-])=O)[CH:21]=[N:20]3)[CH2:9][C:8]2=1>C(O)C.[Fe]>[CH3:3][O:4][C:5]1[CH:6]=[C:7]2[C:16](=[CH:17][CH:18]=1)[N:15]=[CH:14][C:13]1[O:12][CH2:11][CH:10]([N:19]3[CH:23]=[C:22]([NH2:24])[CH:21]=[N:20]3)[CH2:9][C:8]2=1 |f:0.1|. Procedure details: Ammonium chloride (4.0 g, 73.54 mmol, 6.0 eq) is added at room temperature to a stirred suspension of 6-methoxy-3-(4-nitro-pyrazol-1-yl)-3,4-dihydro-2H-1-oxa-9-aza-phenanthrene (4.0 g, 12.26 mmol, 1.0 eq) and iron powder (8.22 g, 147.10 mmol, 12.0 eq) in ethanol (600 mL). The resulting mixture is heated under reflux for 2 hours, then filtered through decalite, solvent is removed and the crude is extracted with ethyl acetate (3×200 mL) and water (200 mL). The combined organic layers are dried ove... Reactants: resultant mixture, C[Si](N[Si](C)(C)C)(C)C.[Na] (Sodium hexamethyldisilazane), ClC1=NC=NC2=CC(=C(C=C12)OC)OCCCN1CCOCC1 (4-chloro-6-methoxy-7-(3-morpholin-4-ylpropoxy)quinazoline), ClC1=C(C2=C(OCO2)C(=C1)C#CCOC)N (5-chloro-7-(3-methoxyprop-1-ynyl)-1,3-benzodioxol-4-amine). The solvent is CC(=O)N(C)C (DMA). Reaction conditions: temperature 0 celsius. The product is ClC1=C(C2=C(OCO2)C(=C1)C#CCOC)NC1=NC=NC2=CC(=C(C=C12)OC)OCCCN1CCOCC1 (N-[5-chloro-7-(3-methoxyprop-1-ynyl)-1,3-benzodioxol-4-yl]-6-methoxy-7-(3-morpholin-4-ylpropoxy)quinazolin-4-amine). Yield: 72.2%. Reaction SMILES: C[Si](C)(C)N[Si](C)(C)C.[Na].Cl[C:12]1[C:21]2[C:16](=[CH:17][C:18]([O:24][CH2:25][CH2:26][CH2:27][N:28]3[CH2:33][CH2:32][O:31][CH2:30][CH2:29]3)=[C:19]([O:22][CH3:23])[CH:20]=2)[N:15]=[CH:14][N:13]=1.[Cl:34][C:35]1[CH:43]=[C:42]([C:44]#[C:45][CH2:46][O:47][CH3:48])[C:38]2[O:39][CH2:40][O:41][C:37]=2[C:36]=1[NH2:49]>CC(N(C)C)=O>[Cl:34][C:35]1[CH:43]=[C:42]([C:44]#[C:45][CH2:46][O:47][CH3:48])[C:38]2[O:39][CH2:40][O:41][C:37]=2[C:36]=1[NH:49][C:12]1[C:21]2[C:16](=[CH:17][C:18]([O:24][CH2:25][CH2:26][CH2:27][N:28]3[CH2:33][CH2:32][O:31][CH2:30][CH2:29]3)=[C:19]([O:22][CH3:23])[CH:20]=2)[N:15]=[CH:14][N:13]=1 |f:0.1,^1:9|. Procedure details: Sodium hexamethyldisilazane (1M solution in THF; 1.0 ml) was added to a mixture of 4-chloro-6-methoxy-7-(3-morpholin-4-ylpropoxy)quinazoline (0.16 g) and 5-chloro-7-(3-methoxyprop-1-ynyl)-1,3-benzodioxol-4-amine (0.12 g) in DMA (5 ml) that was cooled to 0° C. The resultant mixture was stirred and allowed to warm to ambient temperature for 2 hours. The reaction mixture was reduced in vacuo and partitioned between ethylacetate and water. The organic layers were washed with water and brine and the ... Isolated yield 36.6%. Reported procedure: To a suspension of stannous trifluoromethanesulfonate (2.18 g) and N-ethylpiperidine (590 mg) in dichloromethane (15 ml) was added dropwise a solution of 2-methyl-2-(trimethylsilyloxy)-3-pentanone (785 mg) in dichloromethane (2 ml) at -78° C. under argon atmosphere. After stirring for 30 minutes, a solution of (3R,4R)-4-acetoxy-3-[(1R)-1-(t-butyldimethylsilyloxy)ethyl]-2-azetidinone (300 mg) in dichloromethane (3 ml) was added dropwise to the mixture. The reaction mixture was allowed to warm to ... Run in ClCCl (dichloromethane), ClCCl (dichloromethane), ClCCl (dichloromethane). Starting materials: CC(C)(C(CC)=O)O[Si](C)(C)C (2-methyl-2-(trimethylsilyloxy)-3-pentanone), C(C)(=O)O[C@@H]1[C@H](C(N1)=O)[C@@H](C)O[Si](C)(C)C(C)(C)C ((3R,4R)-4-acetoxy-3-[(1R)-1-(t-butyldimethylsilyloxy)ethyl]-2-azetidinone), stannous trifluoromethanesulfonate, C(C)N1CCCCC1 (N-ethylpiperidine). Yields the product [Si](C)(C)(C(C)(C)C)O[C@H](C)[C@H]1C(N[C@@H]1[C@H](C(C(C)(O[Si](C)(C)C)C)=O)C)=O ((3S,4R)-3-[(1R)-1-(t-butyldimethylsilyloxy)ethyl]-4-[(1R)-1,3-dimethyl-3-(trimethylsilyloxy)-2-oxobutyl]-2-azetidinone). As a reaction SMILES: C(N1CCCCC1)C.[CH3:9][C:10]([O:16][Si:17]([CH3:20])([CH3:19])[CH3:18])([C:12](=[O:15])[CH2:13][CH3:14])[CH3:11].C(O[C@H:25]1[NH:28][C:27](=[O:29])[C@@H:26]1[C@H:30]([O:32][Si:33]([C:36]([CH3:39])([CH3:38])[CH3:37])([CH3:35])[CH3:34])[CH3:31])(=O)C>ClCCl>[Si:33]([O:32][C@@H:30]([C@@H:26]1[C@@H:25]([C@@H:13]([CH3:14])[C:12](=[O:15])[C:10]([CH3:9])([O:16][Si:17]([CH3:18])([CH3:20])[CH3:19])[CH3:11])[NH:28][C:27]1=[O:29])[CH3:31])([C:36]([CH3:37])([CH3:38])[CH3:39])([CH3:34])[CH3:35]. Run at time 30 minute. Starting materials: CC(C)(O)C1CCC(N(Cc2ccccc2)Cc2ccccc2)CC1, CCO, [OH-], [OH-], [Pd+2]. Yields the product CC(C)(O)C1CCC(N)CC1. As a reaction SMILES: [CH2:1]([N:8]([CH2:2][c:3]1[cH:4][cH:5][cH:6][cH:7][cH:9]1)[CH:16]1[CH2:17][CH2:18][CH:19]([C:22]([CH3:23])([CH3:24])[OH:25])[CH2:20][CH2:21]1)[c:10]1[cH:11][cH:12][cH:13][cH:14][cH:15]1.[CH2:29]([OH:30])[CH3:31].[OH-:26].[OH-:28].[Pd+2:27]>>[NH2:8][CH:16]1[CH2:17][CH2:18][CH:19]([C:22]([CH3:23])([CH3:24])[OH:25])[CH2:20][CH2:21]1. Starting materials: N(=[N+]=[N-])C1=C(C=NC2=CC=CC=C12)C(=O)OCC (4-Azido-3-carbethoxyquinoline), ( s ), O (H2O), monohydrate, δ[(CD3)2SO]. Solvent: [OH-].[Na+] (NaOH). Reaction conditions: temperature 0 celsius. The product is N(=[N+]=[N-])C1=C(C=NC2=CC=CC=C12)C(=O)O (4-Azido-3-quinolinic acid). RXN SMILES: [N:1]([C:4]1[C:13]2[C:8](=[CH:9][CH:10]=[CH:11][CH:12]=2)[N:7]=[CH:6][C:5]=1[C:14]([O:16]CC)=[O:15])=[N+:2]=[N-:3].O>[OH-].[Na+]>[N:1]([C:4]1[C:13]2[C:8](=[CH:9][CH:10]=[CH:11][CH:12]=2)[N:7]=[CH:6][C:5]=1[C:14]([OH:16])=[O:15])=[N+:2]=[N-:3] |f:2.3|. Reported procedure: 4-Azido-3-carbethoxyquinoline (1.4 g; 0.006 M) was suspended in 10% aq. NaOH at ambient temperatures and the mixture stirred until complete solution had been obtained. The solution was filtered, cooled to 0° C. and acidified to pH 4 with 5 M HCl. The resulting precipitate was filtered, washed well with H2O and dried in vacuo over P2O5 to yield the product, 1.3 g (93%), as a monohydrate, m.p. 284° C. (dec.) (Found: N, 24.53%, C10H8N4O3 requires: N, 24.46%), νmax (nujol) 3200-3700(br), 2200-2600(b...